Task: describe an organic reaction: reactants, conditions, products, and yield. Dataset: the Open Reaction Database (ORD), a public repository of structured organic reaction records The reactants are FC1=CC=C(C=C1)C1=C(N=C(O1)C1CCNCC1)CO ([5-(4-fluoro-phenyl)-2-piperidin-4-yl-oxazol-4-yl]methanol), ClCCC=1C=CC(=C(C1)S(=O)(=O)N)O (5-(2-chloroethyl)-2-hydroxy-benzenesulfonamide), [I-].[Na+] (sodium iodide), C(C)(C)N(CC)C(C)C (diisopropylethylamine). Run in O1CCOCC1 (dioxane). Reaction conditions: time 16 hour. The product is FC1=CC=C(C=C1)C1=C(N=C(O1)C1CCN(CC1)CCC=1C=CC(=C(C1)S(=O)(=O)N)O)CO (5-(2-{4-[5-(4-Fluoro-phenyl)-4-hydroxymethyl-oxazol-2-yl]-piperidin-1-yl}-ethyl)-2-hydroxy-benzenesulfonamide). Isolated yield 16.1%. Reaction SMILES: [F:1][C:2]1[CH:7]=[CH:6][C:5]([C:8]2[O:12][C:11]([CH:13]3[CH2:18][CH2:17][NH:16][CH2:15][CH2:14]3)=[N:10][C:9]=2[CH2:19][OH:20])=[CH:4][CH:3]=1.Cl[CH2:22][CH2:23][C:24]1[CH:25]=[CH:26][C:27]([OH:34])=[C:28]([S:30]([NH2:33])(=[O:32])=[O:31])[CH:29]=1.[I-].[Na+].C(N(C(C)C)CC)(C)C>O1CCOCC1>[F:1][C:2]1[CH:7]=[CH:6][C:5]([C:8]2[O:12][C:11]([CH:13]3[CH2:14][CH2:15][N:16]([CH2:22][CH2:23][C:24]4[CH:25]=[CH:26][C:27]([OH:34])=[C:28]([S:30]([NH2:33])(=[O:31])=[O:32])[CH:29]=4)[CH2:17][CH2:18]3)=[N:10][C:9]=2[CH2:19][OH:20])=[CH:4][CH:3]=1 |f:2.3|. Reported procedure: A solution of [5-(4-fluoro-phenyl)-2-piperidin-4-yl-oxazol-4-yl]methanol (0.20 g; 0.72 mmol) in dry dioxane (6 ml) is treated with 5-(2-chloroethyl)-2-hydroxy-benzenesulfonamide (0.36 g; 1.45 mmol), sodium iodide (0.22 g; 1.45 mmol) and diisopropylethylamine (0.50 ml; 2.88 mmol) and heated to 100 C. for 16 hours. The reaction is cooled and partitioned between ethyl acetate (30 ml) and water (10 ml). The aqueous phase is washed with ethyl acetate (2×15 ml), dried over sodium sulfate and concentra... Starting materials: C(CCCCC)[C@H]1C(OC(O1)(C)C)=O ((S)-5-hexyl-2,2-dimethyl-1,3-dioxolan-4-one), S(O)(O)(=O)=O (sulfuric acid), C([O-])(O)=O.[Na+] (sodium bicarbonate). The reagents and catalysts are CO (methanol). Product: O[C@H](C(=O)OC)CCCCCC (Methyl (s)-2-hydroxyoctanoate). Isolated yield 95.7%. Reaction SMILES: [CH2:1]([C@@H:7]1[O:11][C:10](C)(C)[O:9][C:8]1=[O:14])[CH2:2][CH2:3][CH2:4][CH2:5][CH3:6].S(=O)(=O)(O)O.C(=O)(O)[O-].[Na+]>CO>[OH:11][C@@H:7]([CH2:1][CH2:2][CH2:3][CH2:4][CH2:5][CH3:6])[C:8]([O:9][CH3:10])=[O:14] |f:2.3|. Procedure: In a 250 mL round bottom flask fitted with a reflux condenser was placed 2.4 g (12 mmol) of (S)-5-hexyl-2,2-dimethyl-1,3-dioxolan-4-one in 150 mL of methanol containing 2 drops of concentrated sulfuric acid. Following heating at reflux for, 6 hours, the reaction mixture was cooled, and 0.5 g of sodium bicarbonate was added. The solvent was evaporated under reduced pressure and the residue dissolved in 200 mL of CH2Cl2. The solution was washed with 2×75 mL of water, 2×100 mL of saturated sodium b... The reactants are COCCBr, O=C([O-])[O-], [K+], [K+], CN(C)C=O, CCC(=O)c1ccc(OC)cc1O. The product is CCC(=O)c1ccc(OC)cc1OCCOC. As a reaction SMILES: [Br:20][CH2:21][CH2:22][O:23][CH3:24].[C:14](=[O:15])([O-:16])[O-:17].[K+:18].[K+:19].[O:25]=[CH:26][N:27]([CH3:28])[CH3:29].[OH:1][c:2]1[c:3]([C:10]([CH2:11][CH3:12])=[O:13])[cH:4][cH:5][c:6]([O:8][CH3:9])[cH:7]1>>[O:1]([c:2]1[c:3]([C:10]([CH2:11][CH3:12])=[O:13])[cH:4][cH:5][c:6]([O:8][CH3:9])[cH:7]1)[CH2:21][CH2:22][O:23][CH3:24]. Reactants: OC1=C(C=C(C2=CC=CC=C12)OCC(=O)OCC)C(=O)O (1-hydroxy-4-ethoxycarbonylmethyloxy-2-naphthoic acid), C1=CC(=CC=C1[N+](=O)[O-])O (p-nitrophenol), S(=O)(Cl)Cl (thionyl chloride). Run in C1(=CC=CC=C1)C (toluene). Product: [N+](=O)([O-])C1=CC=C(C=C1)OC(=O)C1=C(C2=CC=CC=C2C(=C1)OCC(=O)OCC)O (1-hydroxy-4-ethoxycarbonylmethyloxy-2-naphthoic acid 4-nitrophenyl ester). The yield is 65.9%. As a reaction SMILES: [OH:1][C:2]1[C:11]2[C:6](=[CH:7][CH:8]=[CH:9][CH:10]=2)[C:5]([O:12][CH2:13][C:14]([O:16][CH2:17][CH3:18])=[O:15])=[CH:4][C:3]=1[C:19]([OH:21])=[O:20].[CH:22]1[C:27]([N+:28]([O-:30])=[O:29])=[CH:26][CH:25]=[C:24](O)[CH:23]=1.S(Cl)(Cl)=O>C1(C)C=CC=CC=1>[N+:28]([C:27]1[CH:22]=[CH:23][C:24]([O:20][C:19]([C:3]2[CH:4]=[C:5]([O:12][CH2:13][C:14]([O:16][CH2:17][CH3:18])=[O:15])[C:6]3[C:11](=[CH:10][CH:9]=[CH:8][CH:7]=3)[C:2]=2[OH:1])=[O:21])=[CH:25][CH:26]=1)([O-:30])=[O:29]. Reported procedure: 335 g (1.15 mol) of 1-hydroxy-4-ethoxycarbonylmethyloxy-2-naphthoic acid and 160 g (1 mol) of p-nitrophenol were added to 1 liter of toluene, and the mixture was stirred while keeping the temperature at 80° C. 130 mols of thionyl chloride were added dropwise over 30 minutes. After stirring for 30 minutes more, the mixture was cooled. The precipitated crystals were filtered off and dried to obtain 271 g (57% yield) of 1-hydroxy-4-ethoxycarbonylmethyloxy-2-naphthoic acid 4-nitrophenyl ester. Melti... The reactants are ClC1=C(C(=O)O)C=CC=C1Cl (2,3-dichlorobenzoic acid), CC1=NC=C(C=N1)C(CN)N1CC(CC1)C (2-(2-methylpyrimidin-5-yl)-2-(3-methylpyrrolidin-1-yl)ethanamine). Product: ClC1=C(C(=O)NCC(N2CC(CC2)C)C=2C=NC(=NC2)C)C=CC=C1Cl (2,3-dichloro-N-(2-(2-methylpyrimidin-5-yl)-2-(3-methylpyrrolidin-1-yl)ethyl)benzamide). As a reaction SMILES: [Cl:1][C:2]1[C:10]([Cl:11])=[CH:9][CH:8]=[CH:7][C:3]=1[C:4]([OH:6])=O.[CH3:12][C:13]1[N:18]=[CH:17][C:16]([CH:19]([N:22]2[CH2:26][CH2:25][CH:24]([CH3:27])[CH2:23]2)[CH2:20][NH2:21])=[CH:15][N:14]=1>>[Cl:1][C:2]1[C:10]([Cl:11])=[CH:9][CH:8]=[CH:7][C:3]=1[C:4]([NH:21][CH2:20][CH:19]([C:16]1[CH:17]=[N:18][C:13]([CH3:12])=[N:14][CH:15]=1)[N:22]1[CH2:26][CH2:25][CH:24]([CH3:27])[CH2:23]1)=[O:6]. Procedure details: From 2,3-dichlorobenzoic acid and 2-(2-methylpyrimidin-5-yl)-2-(3-methylpyrrolidin-1-yl)ethanamine. Reactants: ClC=1C=C(C=C(C1)Cl)NC1=NC2=C(N1C)C=CC=C2 (N-(3,5-Dichlorophenyl)-1-methyl-1H-benzimidazol-2-amine), [H-].[Na+] (NaH), COC(C1=CC=C(C=C1)CBr)=O (methyl-4-(bromomethyl)benzoate). The solvent is CN(C)C=O (DMF). Run at time 15 minute. As a reaction SMILES: [Cl:1][C:2]1[CH:3]=[C:4]([NH:9][C:10]2[N:14]([CH3:15])[C:13]3[CH:16]=[CH:17][CH:18]=[CH:19][C:12]=3[N:11]=2)[CH:5]=[C:6]([Cl:8])[CH:7]=1.[H-].[Na+].[CH3:22][O:23][C:24](=[O:33])[C:25]1[CH:30]=[CH:29][C:28]([CH2:31]Br)=[CH:27][CH:26]=1>CN(C=O)C>[Cl:1][C:2]1[CH:3]=[C:4]([N:9]([CH2:31][C:28]2[CH:29]=[CH:30][C:25]([C:24]([O:23][CH3:22])=[O:33])=[CH:26][CH:27]=2)[C:10]2[N:14]([CH3:15])[C:13]3[CH:16]=[CH:17][CH:18]=[CH:19][C:12]=3[N:11]=2)[CH:5]=[C:6]([Cl:8])[CH:7]=1 |f:1.2|. Procedure details: To the title compound from Example 223 Step A (0.21 mmol, 60 mg) and NaH (0.24 mmol, 6 mg of a 60% slurry in mineral oil) was added 0.5 mL of DMF (gas evolution). After 15 min, methyl-4-(bromomethyl)benzoate (0.24 mmol, 55 mg) was added and the reaction mixture was allowed to stand at ambient temperature overnight. The mixture was partitioned between DCM and NaHCO3. The organic phase was collected and the aqueous phase was extracted 2× with DCM. After 30 min the reaction mixture was concentrated... The product is ClC=1C=C(C=C(C1)Cl)N(C1=NC2=C(N1C)C=CC=C2)CC2=CC=C(C(=O)OC)C=C2 (Methyl 4-{[(3,5-dichlorophenyl)(1-methyl-1H-benzimidazol-2-yl)amino]-methyl}benzoate).